This data is from the Open Reaction Database (ORD), a public repository of structured organic reaction records. The task is: describe an organic reaction: reactants, conditions, products, and yield The reactants are CN1CCC2(CC1)OC1=C(C(C2)=O)C=C(C=C1)[N+](=O)[O-] (3,4-dihydro-1'-methyl-6-nitro-spiro[2H -1-benzopyran-2,4'-piperdin]-4-one). Reagents/catalysts: [Ni] (Raney nickel). Run in C(C)(=O)O (acetic acid). The product is NC=1C=CC2=C(C(CC3(CCN(CC3)C)O2)=O)C1 (3,4-dihydro-6-amino-1'-methyl-spiro[(2H)-1-benzopyran-2,4'-piperidin]-4-on). Isolated yield 75.1%. Reaction SMILES: [CH3:1][N:2]1[CH2:7][CH2:6][C:5]2([CH2:12][C:11](=[O:13])[C:10]3[CH:14]=[C:15]([N+:18]([O-])=O)[CH:16]=[CH:17][C:9]=3[O:8]2)[CH2:4][CH2:3]1>C(O)(=O)C.[Ni]>[NH2:18][C:15]1[CH:16]=[CH:17][C:9]2[O:8][C:5]3([CH2:6][CH2:7][N:2]([CH3:1])[CH2:3][CH2:4]3)[CH2:12][C:11](=[O:13])[C:10]=2[CH:14]=1. Procedure: The 3,4-dihydro-1'-methyl-6-nitro-spiro[2H -1-benzopyran-2,4'-piperdin]-4-one (11.2 g, 0.04 mol) was dissolved in acetic acid (200 ml) and was hydrogenated using two "lab spoon" spatulas of Raney nickel catalyst in a Parr shaker. The theoretical amount of hydrogen was absorbed in 4 hours. The reaction mixture was filtered under nitrogen and the acetic acid was removed in vacuo. The residual oil was taken up in 3N HCl (150 ml), washed with ethyl acetate and neutralized with solid sodium bicarbona...